This data is from the Open Reaction Database (ORD), a public repository of structured organic reaction records. The task is: describe an organic reaction: reactants, conditions, products, and yield Starting materials: CC=1C=NC=2NC=3CCN(CC3C2C1)C (3,6-dimethyl-6,7,8,9-tetrahydro-5H-1,6,9-triaza-fluorene), BrC=C(C)C1=CC=C(C=C1)F (1-(2-bromo-1-methyl-vinyl)-4-fluoro-benzene), P(=O)([O-])([O-])[O-].[K+].[K+].[K+] (potassium phosphate), N1[C@H](C(=O)O)CCC1 (L-proline), cuprous iodide. Solvent: O (water), CN(C)C=O (DMF). Run at temperature 120 celsius, time 8 hour. Yields the product FC1=CC=C(C=C1)C(=CN1C=2CCN(CC2C=2C=C(C=NC12)C)C)C (9-[2-(4-fluoro-phenyl)-propenyl]-3,6-dimethyl-6,7,8,9-tetrahydro-5H-1,6,9-triaza-fluorene). RXN SMILES: [CH3:1][C:2]1[CH:3]=[N:4][C:5]2[NH:6][C:7]3[CH2:8][CH2:9][N:10]([CH3:15])[CH2:11][C:12]=3[C:13]=2[CH:14]=1.Br[CH:17]=[C:18]([C:20]1[CH:25]=[CH:24][C:23]([F:26])=[CH:22][CH:21]=1)[CH3:19].P([O-])([O-])([O-])=O.[K+].[K+].[K+].N1CCC[C@H]1C(O)=O>CN(C=O)C.O>[F:26][C:23]1[CH:24]=[CH:25][C:20]([C:18]([CH3:19])=[CH:17][N:6]2[C:5]3[N:4]=[CH:3][C:2]([CH3:1])=[CH:14][C:13]=3[C:12]3[CH2:11][N:10]([CH3:15])[CH2:9][CH2:8][C:7]2=3)=[CH:21][CH:22]=1 |f:2.3.4.5|. Procedure: To a degassed solution of 3,6-dimethyl-6,7,8,9-tetrahydro-5H-1,6,9-triaza-fluorene (201 mg, 1.0 mmol), 1-(2-bromo-1-methyl-vinyl)-4-fluoro-benzene (279 mg, 1.3 mmol), potassium phosphate (530 mg, 2.5 mmol) in DMF (4 mL), L-proline (28 mg, 0.25 mmol) and cuprous iodide (47 mg, 0.25 mmol) were added. The reaction mixture was stirred at 120° C. for 8 h. The reaction mixture was cooled to RT, diluted with water (20 mL) and extracted with EtOAc (4×20 mL). The organic layer was washed with water (5×20...